Dataset: the Open Reaction Database (ORD), a public repository of structured organic reaction records. Task: describe an organic reaction: reactants, conditions, products, and yield Starting materials: [Cl-].O[NH3+] (hydroxylammonium chloride), C(O)([O-])=O.[Na+] (sodium hydrogencarbonate), II (iodine), FC1=CC=C(C=C1)C(CN1C(N(C2=C(C1=O)C=C(S2)CC(F)(F)F)CC2=CC=C(C=C2)C=2C(=CC=CC2)C#N)=O)=O (4′-{[3-[2-(4-fluorophenyl)-2-oxoethyl]-2,4-dioxo-6-(2,2,2-trifluoroethyl)-3,4-dihydrothieno[2,3-d]pyrimidin-1(2H)-yl]methyl}biphenyl-2-carbonitrile). Solvent: CS(=O)C (dimethyl sulfoxide), C(Cl)(Cl)Cl (chloroform), C(Cl)Cl (methylene chloride). Reaction conditions: temperature 40 celsius, time 30 minute. Product: FC1=CC=C(C=C1)C(CN1C(N(C2=C(C1=O)C=C(S2)CC(F)(F)F)CC2=CC=C(C=C2)C2=C(C=CC=C2)C2=NOC(N2)=O)=O)=O (3-[2-(4-fluorophenyl)-2-oxoethyl]-1-{[2′-(5-oxo-4,5-dihydro-1,2,4-oxadiazol-3-yl)biphenyl-4-yl]methyl}-6-(2,2,2-trifluoroethyl)thieno[2,3-d]pyrimidine-2,4(1H,3H)-dione). Yield: 13.6%. As a reaction SMILES: [Cl-].O[NH3+:3].[C:4](=[O:7])([O-])[OH:5].[Na+].[F:9][C:10]1[CH:15]=[CH:14][C:13]([C:16](=[O:49])[CH2:17][N:18]2[C:23](=[O:24])[C:22]3[CH:25]=[C:26]([CH2:28][C:29]([F:32])([F:31])[F:30])[S:27][C:21]=3[N:20]([CH2:33][C:34]3[CH:39]=[CH:38][C:37]([C:40]4[C:41]([C:46]#[N:47])=[CH:42][CH:43]=[CH:44][CH:45]=4)=[CH:36][CH:35]=3)[C:19]2=[O:48])=[CH:12][CH:11]=1.II>C(Cl)(Cl)Cl.C(Cl)Cl.CS(C)=O>[F:9][C:10]1[CH:15]=[CH:14][C:13]([C:16](=[O:49])[CH2:17][N:18]2[C:23](=[O:24])[C:22]3[CH:25]=[C:26]([CH2:28][C:29]([F:31])([F:32])[F:30])[S:27][C:21]=3[N:20]([CH2:33][C:34]3[CH:39]=[CH:38][C:37]([C:40]4[CH:45]=[CH:44][CH:43]=[CH:42][C:41]=4[C:46]4[NH:3][C:4](=[O:7])[O:5][N:47]=4)=[CH:36][CH:35]=3)[C:19]2=[O:48])=[CH:12][CH:11]=1 |f:0.1,2.3|. Procedure details: A mixture of hydroxylammonium chloride (0.97 g), sodium hydrogencarbonate (1.4 g) and dimethyl sulfoxide (15 mL) was stirred at 40° C. for 30 min, 4′-{[3-[2-(4-fluorophenyl)-2-oxoethyl]-2,4-dioxo-6-(2,2,2-trifluoroethyl)-3,4-dihydrothieno[2,3-d]pyrimidin-1(2H)-yl]methyl}biphenyl-2-carbonitrile (0.8 g) was added, and the mixture was stirred at 90° C. for 16 hr. The reaction mixture was diluted with chloroform, washed successively with water and saturated brine, and dried over anhydrous magnesium ...